Dataset: the Open Reaction Database (ORD), a public repository of structured organic reaction records. Task: describe an organic reaction: reactants, conditions, products, and yield The reactants are CCN(C(C)C)C(C)C (DIPEA), S(=O)(Cl)Cl (Thionyl chloride), BrC1=C(C(=O)O)C=CC=C1C (2-bromo-3-methylbenzoic acid), CN(C)C=O (DMF), C(C#C)N (2-propynylamine), crude product, [H-].[Na+] (Sodium hydride). The solvent is [Cl-].[NH4+] (ammonium chloride), O (water), C(Cl)Cl (DCM), O1CCOCC1 (dioxane). Run at time 1 hour. Yields the product BrC1=C(C=CC=C1C)C=1OC(=CN1)C (2-(2-bromo-3-methylphenyl)-5-methyloxazole). RXN SMILES: S(Cl)(Cl)=O.[Br:5][C:6]1[C:14]([CH3:15])=[CH:13][CH:12]=[CH:11][C:7]=1[C:8]([OH:10])=O.CN(C=O)C.CCN(C(C)C)C(C)C.[CH2:30]([NH2:33])[C:31]#[CH:32].[H-].[Na+]>C(Cl)Cl.[Cl-].[NH4+].O.O1CCOCC1>[Br:5][C:6]1[C:14]([CH3:15])=[CH:13][CH:12]=[CH:11][C:7]=1[C:8]1[O:10][C:31]([CH3:32])=[CH:30][N:33]=1 |f:5.6,8.9|. Procedure details: Thionyl chloride (0.679 mL, 9.30 mmol) was added to a solution of 2-bromo-3-methylbenzoic acid (2.0 g, 9.30 mmol) and DMF (0.072 mL, 0.930 mmol) in DCM (100 mL) at 0° C. The reaction mixture was allowed to warm to RT and stirred for 1 h and then cooled to 0° C. before DIPEA (3.25 mL, 18.60 mmol) followed by 2-propynylamine (0.766 mL, 11.16 mmol) were added. The resulting solution was stirred for 45 min at 0° C. The reaction mixture was diluted with saturated ammonium chloride and water and then ... Reactants: BrC1=C(C=CC=C1)[N+](=O)[O-] (1-bromo-2-nitrobenzene), C(C)(C)N(C(C)C)CC (N,N-diisopropylethylamine), C(C)(C)(C)P(C1=C(C=CC=C1)C1=CC=CC=C1)C(C)(C)C (2-(di-tert-butylphosphino)biphenyl), C(C)(=O)OC1=CC=C(C=C)C=C1 (4-acetoxystyrene). Reagents/catalysts: C(C)(=O)[O-].[Pd+2].C(C)(=O)[O-] (palladium(II) acetate). The solvent is C(C)#N (acetonitrile). Reaction conditions: temperature 80 celsius, time 3 hour. Yields the product NC1=C(C=CC=C1)C=CC1=CC=C(C=C1)OC(C)=O (Acetic acid 4-[2-(2-aminophenyl)vinyl]phenyl ester). Reaction SMILES: Br[C:2]1[CH:7]=[CH:6][CH:5]=[CH:4][C:3]=1[N+:8]([O-])=O.C(P(C(C)(C)C)C1C=CC=CC=1C1C=CC=CC=1)(C)(C)C.[C:32]([O:35][C:36]1[CH:43]=[CH:42][C:39]([CH:40]=[CH2:41])=[CH:38][CH:37]=1)(=[O:34])[CH3:33].C(N(CC)C(C)C)(C)C>C(#N)C.C([O-])(=O)C.[Pd+2].C([O-])(=O)C>[NH2:8][C:3]1[CH:4]=[CH:5][CH:6]=[CH:7][C:2]=1[CH:41]=[CH:40][C:39]1[CH:42]=[CH:43][C:36]([O:35][C:32](=[O:34])[CH3:33])=[CH:37][CH:38]=1 |f:5.6.7|. Procedure details: To a solution of 1-bromo-2-nitrobenzene (2.0 g), palladium(II) acetate (112 mg) and 2-(di-tert-butylphosphino)biphenyl (150 mg) in acetonitrile (20 ml) were sequentially added 4-acetoxystyrene (1.7 ml) and N,N-diisopropylethylamine (5 ml) under a nitrogen atmosphere, and the solution was stirred for 3 hours at 80° C. The solution was extracted with ethyl acetate, then sequentially washed with water and brine, dried over anhydrous magnesium sulfate, and then the solvent was evaporated in vacuo. O... The reactants are C(C)(C)(C)C1=CCCC2=C1C=CO2 (4-tert-butyl-6,7 dihydrobenzofuran), O1CCCC1 (tetrahydrofuran), B (borane), O1CCCC1 (tetrahydrofuran). Reaction conditions: temperature 4 celsius, time 2.5 hour. Yields the product C(C)(C)(C)[C@H]1[C@@H](CCC2=C1C=CO2)O (trans-4-tert butyl-4,5,6,7-tetrahydro-5-benzofuranol). As a reaction SMILES: [C:1]([C:5]1[C:10]2[CH:11]=[CH:12][O:13][C:9]=2[CH2:8][CH2:7][CH:6]=1)([CH3:4])([CH3:3])[CH3:2].B.[O:15]1CCCC1>>[C:1]([C@@H:5]1[C:10]2[CH:11]=[CH:12][O:13][C:9]=2[CH2:8][CH2:7][C@H:6]1[OH:15])([CH3:4])([CH3:2])[CH3:3]. Reported procedure: A flame-dried 2000-mL 3-neck flask fitted with a 250-mL pressure equilibrated dropping funnel, and internal thermometer, and nitrogen inlet is charged with a solution of 4-tert-butyl-6,7 dihydrobenzofuran (24.26 g, 137.8 mmol) in dry tetrahydrofuran (300 mL). The solution is cooled to 4° C. then a solution of borane 1M in tetrahydrofuran, 142 mL) is added dropwise over 20 minutes such that the internal temperature does not exceed 5° C. during the addition. The cooling bath is removed and the rea...